From a dataset of the Open Reaction Database (ORD), a public repository of structured organic reaction records. describe an organic reaction: reactants, conditions, products, and yield Isolated yield 62.3%. The solvent is COCCOC (DME), O (Water). Yields the product N(C1=CC=CC=C1)C=1N(C2=CC(=NC(=C2C(C1)=O)C1=CC=C(C=C1)OC)C)C1=CC=CC=C1 (2-anilino-5-(4-methoxyphenyl)-7-methyl-1-phenyl-1,6-naphthyridin-4(1H)-one). Procedure details: An 8-mL amber vial was charged with 2-anilino-5-chloro-7-methyl-1-phenyl-1,6-naphthyridin-4(1H)-one (72 mg, 0.20 mmol), 4-methoxyphenylboronic acid (36 mg, 0.24 mmol), Pd(OAc)2 (1 mg, 0.02 mmol), Ph3P (5 mg, 0.02 mmol), K2CO3 (110 mg, 0.8 mmol, 2 M), and DME (2 mL). The mixture was heated to 90° C. 2 d. Water was added to the reaction mixture and it was extracted with CH2Cl2. The organic layer was dried over Na2SO4. The residue after concentration in vacuo was triturated with Et2O to provide 2-a... Reaction conditions: temperature 90 celsius. Reaction SMILES: [NH:1]([C:8]1[N:9]([C:21]2[CH:26]=[CH:25][CH:24]=[CH:23][CH:22]=2)[C:10]2[C:15]([C:16](=[O:18])[CH:17]=1)=[C:14](Cl)[N:13]=[C:12]([CH3:20])[CH:11]=2)[C:2]1[CH:7]=[CH:6][CH:5]=[CH:4][CH:3]=1.[CH3:27][O:28][C:29]1[CH:34]=[CH:33][C:32](B(O)O)=[CH:31][CH:30]=1.C1C=CC(P(C2C=CC=CC=2)C2C=CC=CC=2)=CC=1.C([O-])([O-])=O.[K+].[K+]>CC([O-])=O.CC([O-])=O.[Pd+2].O.COCCOC>[NH:1]([C:8]1[N:9]([C:21]2[CH:26]=[CH:25][CH:24]=[CH:23][CH:22]=2)[C:10]2[C:15]([C:16](=[O:18])[CH:17]=1)=[C:14]([C:32]1[CH:33]=[CH:34][C:29]([O:28][CH3:27])=[CH:30][CH:31]=1)[N:13]=[C:12]([CH3:20])[CH:11]=2)[C:2]1[CH:7]=[CH:6][CH:5]=[CH:4][CH:3]=1 |f:3.4.5,6.7.8|. Starting materials: N(C1=CC=CC=C1)C=1N(C2=CC(=NC(=C2C(C1)=O)Cl)C)C1=CC=CC=C1 (2-anilino-5-chloro-7-methyl-1-phenyl-1,6-naphthyridin-4(1H)-one), COC1=CC=C(C=C1)B(O)O (4-methoxyphenylboronic acid), C1=CC=C(C=C1)P(C2=CC=CC=C2)C3=CC=CC=C3 (Ph3P), C(=O)([O-])[O-].[K+].[K+] (K2CO3). The reagents and catalysts are CC(=O)[O-].CC(=O)[O-].[Pd+2] (Pd(OAc)2). Reactants: BrC1=CC(=CS1)C(=O)N1CCC[C@@H]2CCCC[C@H]12 (cis-(5-Bromo-thiophen-3-yl)-(octahydro-quinolin-1-yl)-methanone), C([O-])([O-])=O.[Cs+].[Cs+] (caesium carbonate), C(C)OC(CN1N=CC(=C1)B1OC(C(O1)(C)C)(C)C)=O ([4-(4,4,5,5-tetramethyl-[1,3,2]dioxaborolan-2-yl)-pyrazol-1-yl]-acetic acid ethyl ester). Reagents/catalysts: C1(=CC=CC=C1)P(C1=CC=CC=C1)C1=CC=CC=C1.C1(=CC=CC=C1)P(C1=CC=CC=C1)C1=CC=CC=C1.C1(=CC=CC=C1)P(C1=CC=CC=C1)C1=CC=CC=C1.C1(=CC=CC=C1)P(C1=CC=CC=C1)C1=CC=CC=C1.[Pd] (palladium tetrakis(triphenylphosphine)). Solvent: COCCOC (DME), IMS, O (water). Reaction conditions: temperature 140 celsius. The product is C(C)OC(CN1N=CC(=C1)C=1SC=C(C1)C(=O)N1CCCC2CCCCC12)=O ({4-[4-(octahydro-quinoline-1-carbonyl)-thiophen-2-yl]-pyrazol-1-yl}-acetic acid ethyl ester). Isolated yield 61.9%. As a reaction SMILES: Br[C:2]1[S:6][CH:5]=[C:4]([C:7]([N:9]2[C@@H:18]3[C@@H:13]([CH2:14][CH2:15][CH2:16][CH2:17]3)[CH2:12][CH2:11][CH2:10]2)=[O:8])[CH:3]=1.C(=O)([O-])[O-].[Cs+].[Cs+].[CH2:25]([O:27][C:28](=[O:44])[CH2:29][N:30]1[CH:34]=[C:33](B2OC(C)(C)C(C)(C)O2)[CH:32]=[N:31]1)[CH3:26]>COCCOC.O.C1(P(C2C=CC=CC=2)C2C=CC=CC=2)C=CC=CC=1.C1(P(C2C=CC=CC=2)C2C=CC=CC=2)C=CC=CC=1.C1(P(C2C=CC=CC=2)C2C=CC=CC=2)C=CC=CC=1.C1(P(C2C=CC=CC=2)C2C=CC=CC=2)C=CC=CC=1.[Pd]>[CH2:25]([O:27][C:28](=[O:44])[CH2:29][N:30]1[CH:34]=[C:33]([C:2]2[S:6][CH:5]=[C:4]([C:7]([N:9]3[CH:18]4[CH:13]([CH2:14][CH2:15][CH2:16][CH2:17]4)[CH2:12][CH2:11][CH2:10]3)=[O:8])[CH:3]=2)[CH:32]=[N:31]1)[CH3:26] |f:1.2.3,7.8.9.10.11|. Reported procedure: cis-(5-Bromo-thiophen-3-yl)-(octahydro-quinolin-1-yl)-methanone (0.217 g, 0.66 mmol) was added to a solution of caesium carbonate (0.32 g, 0.99 mmol), [4-(4,4,5,5-tetramethyl-[1,3,2]dioxaborolan-2-yl)-pyrazol-1-yl]-acetic acid ethyl ester (0.203 g, 0.725 mmol) and palladium tetrakis(triphenylphosphine) (76 mg, 0.07 mmol) in DME (6 mL), IMS (2 mL) and water (1 mL). The reaction mixture was purged with nitrogen and heated by microwave irradiation to 140° C. for 20 minutes then diluted with water a... Starting materials: OCCC(=O)OC (methyl 3-hydroxypropionate), C(C)(C)[N-]C(C)C.[Li+] (lithium diisopropylamide), C(C1=CC=CC=C1)Br (benzyl bromide). The product is C(C1=CC=CC=C1)C(C(=O)OC)CO (methyl 2-benzyl-3-hydroxypropionate). RXN SMILES: [OH:1][CH2:2][CH2:3][C:4]([O:6][CH3:7])=[O:5].C([N-]C(C)C)(C)C.[Li+].[CH2:16](Br)[C:17]1[CH:22]=[CH:21][CH:20]=[CH:19][CH:18]=1>>[CH2:16]([CH:3]([CH2:2][OH:1])[C:4]([O:6][CH3:7])=[O:5])[C:17]1[CH:22]=[CH:21][CH:20]=[CH:19][CH:18]=1 |f:1.2|. Procedure details: β-Propiolactone (A) is dissolved in methanol and treated with 1 equivalent of triethylamine to produce methyl 3-hydroxypropionate (B). Compound B is converted to the dianion with 2 equivalents of lithium diisopropylamide and alkylated with 1 equivalent of benzyl bromide to produce methyl 2-benzyl-3-hydroxypropionate (C). Compound C is protected as the t-butyldimethylsilyl ether (D). Compound D is then saponified with potassium hydroxide and carefully acidified to produce the acid (E). The acid (... Reactants: BrCC=CCBr (1,4-dibromo-2-butene), C(C)(=O)[O-].[Na+] (sodium acetate). Run in C(C)O (ethanol). Conditions: time 1 hour. Yields the product C(C)(=O)OCC=CCOC(C)=O (1,4-diacetoxy-2-butene). RXN SMILES: Br[CH2:2][CH:3]=[CH:4][CH2:5]Br.[C:7]([O-:10])(=[O:9])[CH3:8].[Na+]>C(O)C>[C:7]([O:10][CH2:2][CH:3]=[CH:4][CH2:5][O:10][C:7](=[O:9])[CH3:8])(=[O:9])[CH3:8] |f:1.2|. Procedure: After adding 1 g of 1,4-dibromo-2-butene (available from Sigma-Aldrich Co.) and 3 g of sodium acetate (available from Wako Pure Chemical Industries, Ltd.) into ethanol, reflux was conducted at 80° C. for 1 hour, to obtain 1,4-diacetoxy-2-butene. 1,4-diacetoxy-2-butene was dissolved in 30 ml of ethanol, and 20 ml of an aqueous sodium hydroxide solution (1 mol/l) was added, to synthesize 2-butene-1,4-diol. Reactants: [K+], O=[N+]([O-])[O-], O=c1[nH]c2cc([N+](=O)[O-])ccc2n2cnnc12, O=S(=O)(O)O. Yields the product O=c1[nH]c2cc([N+](=O)[O-])c([N+](=O)[O-])cc2n2cnnc12. RXN SMILES: [K+:22].[N+:18](=[O:19])([O-:20])[O-:21].[N+:1](=[O:2])([O-:3])[c:4]1[cH:5][c:6]2[nH:7][c:8](=[O:17])[c:9]3[n:10]([c:11]2[cH:12][cH:13]1)[cH:14][n:15][n:16]3.[S:23](=[O:24])(=[O:25])([OH:26])[OH:27]>>[N+:1](=[O:2])([O-:3])[c:4]1[cH:5][c:6]2[nH:7][c:8](=[O:17])[c:9]3[n:10]([c:11]2[cH:12][c:13]1[N+:18](=[O:19])[O-:20])[cH:14][n:15][n:16]3. Reactants: [F-].[Cs+] (CsF), O(C1=CC=CC=C1)C(=C(C(F)(F)F)F)F (1-phenoxy perfluoropropene), N1=C(F)N=C(F)N=C1F (cyanuric fluoride). Run at time 16 hour. Product: FC1=NC(=NC(=N1)F)C(C(OC1=CC=CC=C1)(F)F)(C(F)(F)F)F (2,4-difluoro-6-(1,1,2,3,3,3-hexafluoro-1-phenoxy-2-propyl)1,3,5-triazine). Isolated yield 83.5%. RXN SMILES: [F-:1].[Cs+].[O:3]([C:10]([F:17])=[C:11]([F:16])[C:12]([F:15])([F:14])[F:13])[C:4]1[CH:9]=[CH:8][CH:7]=[CH:6][CH:5]=1.[N:18]1[C:25]([F:26])=[N:24][C:22](F)=[N:21][C:19]=1[F:20]>>[F:20][C:19]1[N:18]=[C:25]([F:26])[N:24]=[C:22]([C:11]([F:16])([C:12]([F:13])([F:14])[F:15])[C:10]([F:1])([F:17])[O:3][C:4]2[CH:5]=[CH:6][CH:7]=[CH:8][CH:9]=2)[N:21]=1 |f:0.1|. Reported procedure: One g (0.1 mole) of CsF and 22 g (0.1 mole) of 1-phenoxy perfluoropropene and 10 g (0.1 mole) of cyanuric fluoride are placed into a Parr bomb. The bomb is sealed and stirred at 100°-130° C. for 16 hours. After cooling, the solids are filtered off and 30 g of oil are obtained. This is distilled to produce the product compound as an oil with a boiling point of 195° C. in a yield of 39 percent.